Dataset: the Open Reaction Database (ORD), a public repository of structured organic reaction records. Task: describe an organic reaction: reactants, conditions, products, and yield Reactants: OCC(C=O)(C)C (3-hydroxy-2,2-dimethylpropanal), O([Na])C (NaOCH3), C(OC)(OC)OC (trimethyl orthoformate), Cl.O1CCOCC1 (HCl dioxane). The solvent is CO (methanol). Reaction conditions: time 8 hour. The product is COC(C(CO)(C)C)OC (3,3-Dimethoxy 2,2-dimethylpropanol). As a reaction SMILES: [OH:1][CH2:2][C:3](C)([CH3:6])[CH:4]=O.[CH:8]([O:13][CH3:14])([O:11][CH3:12])OC.Cl.O1CCOCC1.O(C)[Na]>CO>[CH3:14][O:13][CH:8]([O:11][CH3:12])[C:3]([CH3:6])([CH3:4])[CH2:2][OH:1] |f:2.3|. Reported procedure: A solution of 24.4 g (0.24 mol) of 3-hydroxy-2,2-dimethylpropanal (Aldrich), 26 g (0.25 mol) of trimethyl orthoformate, and 0.5 mL of 6.8 N HCl/dioxane in 300 mL of methanol was allowed to stand at room temperature overnight. A slight excess of NaOCH3 was added and the solvent evaporated at reduced pressure. The residue was dissolved in ether and the mixture filtered. After evaporation of solvent and fractionation twice through a 15 cm Vigreux column, the product was obtained as a water white oi... Starting materials: CC1(OCCO1)C1=CC=C(O1)CN1N=CC(=C1)N (1-[5-(2-methyl-[1,3]dioxolan-2-yl)-furan-2-ylmethyl]-1H-pyrazol-4-ylamine), COC1=C(C=CC=C1)/C=C/C(=O)O ((E)-3-(2-methoxy-phenyl)-acrylic acid). Product: C(C)(=O)C1=CC=C(O1)CN1N=CC(=C1)NC(\C=C\C1=C(C=CC=C1)OC)=O ((E)-N-[1-(5-Acetyl-furan-2-ylmethyl)-1H-pyrazol-4-yl]-3-(2-methoxy-phenyl)-acrylamide). Reaction SMILES: [CH3:1][C:2]1([C:7]2[O:11][C:10]([CH2:12][N:13]3[CH:17]=[C:16]([NH2:18])[CH:15]=[N:14]3)=[CH:9][CH:8]=2)[O:6]CCO1.[CH3:19][O:20][C:21]1[CH:26]=[CH:25][CH:24]=[CH:23][C:22]=1/[CH:27]=[CH:28]/[C:29](O)=[O:30]>>[C:2]([C:7]1[O:11][C:10]([CH2:12][N:13]2[CH:17]=[C:16]([NH:18][C:29](=[O:30])/[CH:28]=[CH:27]/[C:22]3[CH:23]=[CH:24][CH:25]=[CH:26][C:21]=3[O:20][CH3:19])[CH:15]=[N:14]2)=[CH:9][CH:8]=1)(=[O:6])[CH3:1]. Reported procedure: Following general procedure B followed by either C or D, starting from 1-[5-(2-methyl-[1,3]dioxolan-2-yl)-furan-2-ylmethyl]-1H-pyrazol-4-ylamine and (E)-3-(2-methoxy-phenyl)-acrylic acid. Starting materials: CN1C2=C(C(NC3=C1C=CC=C3)=O)CSC2 (1,3,4,9-tetrahydro-4-methyl-10H-thieno[3,4-b][1,5]benzodiazepin-10-one), [S] (sulfur). The solvent is C(Cl)(Cl)Cl (chloroform). The product is CN1C=2C(C(NC3=C1C=CC=C3)=O)=CSC2 (4,9-Dihydro-4-methyl-10H-thieno[3,4-b][1,5]benzodiazepin-10-one). As a reaction SMILES: [CH3:1][N:2]1[C:8]2[CH:9]=[CH:10][CH:11]=[CH:12][C:7]=2[NH:6][C:5](=[O:13])[C:4]2[CH2:14][S:15][CH2:16][C:3]1=2.[S]>C(Cl)(Cl)Cl>[CH3:1][N:2]1[C:8]2[CH:9]=[CH:10][CH:11]=[CH:12][C:7]=2[NH:6][C:5](=[O:13])[C:4]2=[CH:14][S:15][CH:16]=[C:3]12 |^3:16|. Procedure: A mixture of 0.5 g. of 1,3,4,9-tetrahydro-4-methyl-10H-thieno[3,4-b][1,5]benzodiazepin-10-one and 0.5 g. of sulfur is fused at 160° C. ± 5 for 1 hour. The fusion mixture is slurried with chloroform and filtered. The filtrate is chromatographed on silica gel with benzene:methanol 9:1 to give a solid, which is recrystallized from methanol-water to give a tan solid, m.p. 224°-225° C. (dec.). Product: COc1cc(-c2nc3ccc(N4CCCN(CCO)CC4)cc3c(=O)n2CC(=O)NC(C)C)ccc1F. RXN SMILES: [Br:35][CH2:36][CH2:37][OH:38].[C:39](=[O:40])([O-:41])[O-:42].[I-:46].[K+:43].[K+:44].[K+:45].[N:1]1([c:8]2[cH:9][c:10]3[c:11](=[O:34])[n:12]([CH2:27][C:28](=[O:29])[NH:30][CH:31]([CH3:32])[CH3:33])[c:13](-[c:18]4[cH:19][c:20]([O:25][CH3:26])[c:21]([F:24])[cH:22][cH:23]4)[n:14][c:15]3[cH:16][cH:17]2)[CH2:2][CH2:3][NH:4][CH2:5][CH2:6][CH2:7]1.[O:47]=[CH:48][N:49]([CH3:50])[CH3:51]>>[N:1]1([c:8]2[cH:9][c:10]3[c:11](=[O:34])[n:12]([CH2:27][C:28](=[O:29])[NH:30][CH:31]([CH3:32])[CH3:33])[c:13](-[c:18]4[cH:19][c:20]([O:25][CH3:26])[c:21]([F:24])[cH:22][cH:23]4)[n:14][c:15]3[cH:16][cH:17]2)[CH2:2][CH2:3][N:4]([CH2:36][CH2:37][OH:38])[CH2:5][CH2:6][CH2:7]1. Starting materials: OCCBr, O=C([O-])[O-], [I-], [K+], [K+], [K+], COc1cc(-c2nc3ccc(N4CCCNCC4)cc3c(=O)n2CC(=O)NC(C)C)ccc1F, CN(C)C=O.